Dataset: the Open Reaction Database (ORD), a public repository of structured organic reaction records. Task: describe an organic reaction: reactants, conditions, products, and yield Reactants: C[O-], CO, COC1OC(COCc2ccc(Cl)cc2Cl)C(OCc2ccc(Cl)cc2Cl)C1CC(=O)[O-], [Na+]. Yields the product COC1OC(COCc2ccc(Cl)cc2Cl)C(OCc2ccc(Cl)cc2Cl)C1O. RXN SMILES: [CH3:33][O-:34].[CH3:36][OH:37].[Cl:1][c:2]1[c:3]([CH2:4][O:5][CH2:6][CH:7]2[CH:8]([O:18][CH2:19][c:20]3[c:21]([Cl:27])[cH:22][c:23]([Cl:26])[cH:24][cH:25]3)[CH:9]([CH2:14][C:15]([O-:16])=[O:17])[CH:10]([O:12][CH3:13])[O:11]2)[cH:28][cH:29][c:30]([Cl:32])[cH:31]1.[Na+:35]>>[Cl:1][c:2]1[c:3]([CH2:4][O:5][CH2:6][CH:7]2[CH:8]([O:18][CH2:19][c:20]3[c:21]([Cl:27])[cH:22][c:23]([Cl:26])[cH:24][cH:25]3)[CH:9]([OH:34])[CH:10]([O:12][CH3:13])[O:11]2)[cH:28][cH:29][c:30]([Cl:32])[cH:31]1. The reactants are COC(=O)CC(C)=O, C1CCOC1, [H-], [Li]CCCC, [Na+], O=CC=CC=C(c1ccccc1)c1ccccc1. Yields the product COC(=O)CC(=O)CC(O)C=CC=C(c1ccccc1)c1ccccc1. As a reaction SMILES: [C:3]([CH2:4][C:5](=[O:6])[CH3:7])(=[O:8])[O:9][CH3:10].[CH2:34]1[O:35][CH2:36][CH2:37][CH2:38]1.[H-:1].[Li:11][CH2:12][CH2:13][CH2:14][CH3:15].[Na+:2].[c:16]1([C:22](=[CH:23][CH:24]=[CH:25][CH:26]=[O:27])[c:28]2[cH:29][cH:30][cH:31][cH:32][cH:33]2)[cH:17][cH:18][cH:19][cH:20][cH:21]1>>[C:3]([CH2:4][C:5](=[O:6])[CH2:7][CH:26]([CH:25]=[CH:24][CH:23]=[C:22]([c:16]1[cH:17][cH:18][cH:19][cH:20][cH:21]1)[c:28]1[cH:29][cH:30][cH:31][cH:32][cH:33]1)[OH:27])(=[O:8])[O:9][CH3:10]. Starting materials: ON1[C@H](C(=O)O)CCC1 (1-hydroxyproline), C[Si](O)(O)O (methylsilanetriol), Si. Product: [SiH3]O.N1[C@H](C(=O)O)C[C@@H](O)C1 (silanol hydroxyproline). RXN SMILES: O[N:2]1[CH2:9][CH2:8][CH2:7][C@H:3]1[C:4]([OH:6])=[O:5].C[Si:11](O)(O)[OH:12]>>[SiH3:11][OH:12].[NH:2]1[CH2:9][C@H:8]([OH:12])[CH2:7][C@H:3]1[C:4]([OH:6])=[O:5] |f:2.3|. Procedure details: According to the process steps of the preceding examples, an aqueous solution of 10 g/l of complex ##STR12## was prepared starting from 5.8 g of 1-hydroxyproline and 4.2 g of methylsilanetriol. The solution contained 1.25 g Si/liter. Starting materials: C(C)OC(C=CC=1C(=NC(=CC1)C(F)(F)F)Cl)=O (3-(2-Chloro-6-trifluoromethyl-pyridin-3-yl)-acrylic acid ethyl ester), FC=1C=C(C=CC1)B(O)O (3-fluorophenyl boronic acid). Product: C(C)OC(C=CC=1C(=NC(=CC1)C(F)(F)F)C1=CC(=CC=C1)F)=O (3-[2-(3-fluoro-phenyl)-6-trifluoromethyl-pyridin-3-yl]-acrylic acid ethyl ester). Yield: 53.0%. As a reaction SMILES: [CH2:1]([O:3][C:4](=[O:18])[CH:5]=[CH:6][C:7]1[C:8](Cl)=[N:9][C:10]([C:13]([F:16])([F:15])[F:14])=[CH:11][CH:12]=1)[CH3:2].[F:19][C:20]1[CH:21]=[C:22](B(O)O)[CH:23]=[CH:24][CH:25]=1>>[CH2:1]([O:3][C:4](=[O:18])[CH:5]=[CH:6][C:7]1[C:8]([C:24]2[CH:23]=[CH:22][CH:21]=[C:20]([F:19])[CH:25]=2)=[N:9][C:10]([C:13]([F:16])([F:15])[F:14])=[CH:11][CH:12]=1)[CH3:2]. Procedure details: 3-(2-Chloro-6-trifluoromethyl-pyridin-3-yl)-acrylic acid ethyl ester (110 mg, 0.393 mmol) was reacted with 3-fluorophenyl boronic acid (2 eq) to give 3-[2-(3-fluoro-phenyl)-6-trifluoromethyl-pyridin-3-yl]-acrylic acid ethyl ester (70 mg, 53%). The reactants are CNCc1ccc(F)c(Br)c1, CCOC(C)=O, CCc1nc2c(cnn2CC)c(NC2CCOCC2)c1CNC(=O)c1cccc(CCl)c1, CN(C)C=O. Product: CCc1nc2c(cnn2CC)c(NC2CCOCC2)c1CNC(=O)c1cccc(CN(C)Cc2ccc(F)c(Br)c2)c1. As a reaction SMILES: [Br:33][c:34]1[cH:35][c:36]([CH2:41][NH:42][CH3:43])[cH:37][cH:38][c:39]1[F:40].[CH3:44][CH2:45][O:46][C:47]([CH3:48])=[O:49].[Cl:1][CH2:2][c:3]1[cH:4][c:5]([C:6](=[O:7])[NH:8][CH2:9][c:10]2[c:11]([NH:23][CH:24]3[CH2:25][CH2:26][O:27][CH2:28][CH2:29]3)[c:12]3[c:13]([n:14][c:15]2[CH2:16][CH3:17])[n:18]([CH2:21][CH3:22])[n:19][cH:20]3)[cH:30][cH:31][cH:32]1.[O:50]=[CH:51][N:52]([CH3:53])[CH3:54]>>[CH2:2]([c:3]1[cH:4][c:5]([C:6](=[O:7])[NH:8][CH2:9][c:10]2[c:11]([NH:23][CH:24]3[CH2:25][CH2:26][O:27][CH2:28][CH2:29]3)[c:12]3[c:13]([n:14][c:15]2[CH2:16][CH3:17])[n:18]([CH2:21][CH3:22])[n:19][cH:20]3)[cH:30][cH:31][cH:32]1)[N:42]([CH2:41][c:36]1[cH:35][c:34]([Br:33])[c:39]([F:40])[cH:38][cH:37]1)[CH3:43]. Starting materials: CCOC(=O)c1ccc(Sc2ccc3c(c2)C(C)(C)CCC3(C)C)cc1, ClCCl, O, O=C(OO)c1cccc(Cl)c1. The product is CCOC(=O)c1ccc(S(=O)c2ccc3c(c2)C(C)(C)CCC3(C)C)cc1. Reaction SMILES: [CH3:1][C:2]1([CH3:26])[c:3]2[cH:4][cH:5][c:6]([S:14][c:15]3[cH:16][cH:17][c:18]([C:19](=[O:20])[O:21][CH2:22][CH3:23])[cH:24][cH:25]3)[cH:7][c:8]2[C:9]([CH3:12])([CH3:13])[CH2:10][CH2:11]1.[Cl:27][CH2:28][Cl:29].[OH2:41].[OH:30][O:31][C:32]([c:33]1[cH:34][c:35]([Cl:36])[cH:37][cH:38][cH:39]1)=[O:40]>>[CH3:1][C:2]1([CH3:26])[c:3]2[cH:4][cH:5][c:6]([S:14]([c:15]3[cH:16][cH:17][c:18]([C:19](=[O:20])[O:21][CH2:22][CH3:23])[cH:24][cH:25]3)=[O:30])[cH:7][c:8]2[C:9]([CH3:12])([CH3:13])[CH2:10][CH2:11]1. Run at temperature 150 celsius, time 5 hour. RXN SMILES: [C:1]1(=O)[CH2:6][CH2:5][CH2:4][CH2:3][CH2:2]1.[C:8]([CH2:10][C:11]([O:13][CH2:14][CH3:15])=[O:12])#[N:9].C(O)(=O)C.C([O-])(=O)C.[NH4+]>C1(C)C=CC=CC=1>[C:8]([C:10](=[C:1]1[CH2:6][CH2:5][CH2:4][CH2:3][CH2:2]1)[C:11]([O:13][CH2:14][CH3:15])=[O:12])#[N:9] |f:3.4|. Procedure details: To a solution of cyclohexanone (1.50 ml, 14.47 mmol) in toluene (24.12 ml) was added ethyl cyanoacetate (1.556 ml, 14.62 mmol), acetic acid (0.166 ml, 2.89 mmol), and ammonium acetate (0.112 g, 1.447 mmol). The mixture was heated to a reflux at 150° C. in a Dean-Stark apparatus. After 5 h, the reaction was cooled and washed with water and saturated NaHCO3 solution. The organics were dried over Na2SO4, filtered, and concentrated. Product: C(#N)C(C(=O)OCC)=C1CCCCC1 (Ethyl 2-cyano-2-cyclohexylideneacetate). Run in C1(=CC=CC=C1)C (toluene). Reactants: C1(CCCCC1)=O (cyclohexanone), C(#N)CC(=O)OCC (ethyl cyanoacetate), C(C)(=O)O (acetic acid), C(C)(=O)[O-].[NH4+] (ammonium acetate). Reactants: CCOC(=O)C1CCC(c2cccc(N)n2)CC1, F, O=N[O-], [Na+], c1ccncc1. The product is CCOC(=O)C1CCC(c2cccc(F)n2)CC1. Reaction SMILES: [CH2:1]([CH3:2])[O:3][C:4](=[O:5])[CH:6]1[CH2:7][CH2:8][CH:9]([c:12]2[n:13][c:14]([NH2:18])[cH:15][cH:16][cH:17]2)[CH2:10][CH2:11]1.[FH:29].[N:25]([O-:26])=[O:27].[Na+:28].[cH:19]1[cH:20][cH:21][n:22][cH:23][cH:24]1>>[CH2:1]([CH3:2])[O:3][C:4](=[O:5])[CH:6]1[CH2:7][CH2:8][CH:9]([c:12]2[n:13][c:14]([F:29])[cH:15][cH:16][cH:17]2)[CH2:10][CH2:11]1. Starting materials: ClC1=C(C=CC(=C1)F)O (2-chloro-4-fluorophenol), [H-].[Na+] (sodium hydride), BrC(C)C1=CC=NC=2N1N=CN2 (7-(1-bromoethyl)-1,2,4-triazolo[1,5-a]pyrimidine). Run in COCCOC (1,2-dimethoxyethane), COCCOC (1,2-dimethoxyethane). Conditions: time 30 minute. The product is ClC1=C(OC(C)C2=CC=NC=3N2N=CN3)C=CC(=C1)F (7-[1-(2-chloro-4-fluorophenoxy)ethyl]-1,2,4-triazolo[1,5-a]pyrimidine). As a reaction SMILES: [Cl:1][C:2]1[CH:7]=[C:6]([F:8])[CH:5]=[CH:4][C:3]=1[OH:9].[H-].[Na+].Br[CH:13]([C:15]1[N:20]2[N:21]=[CH:22][N:23]=[C:19]2[N:18]=[CH:17][CH:16]=1)[CH3:14]>COCCOC>[Cl:1][C:2]1[CH:7]=[C:6]([F:8])[CH:5]=[CH:4][C:3]=1[O:9][CH:13]([C:15]1[N:20]2[N:21]=[CH:22][N:23]=[C:19]2[N:18]=[CH:17][CH:16]=1)[CH3:14] |f:1.2|. Procedure details: A mixture of 2-chloro-4-fluorophenol (0.65 g) and sodium hydride (210 mg) in dry 1,2-dimethoxyethane (15 ml) was stirred at room temperature for 30 minutes. A solution of 7-(1-bromoethyl)-1,2,4-triazolo[1,5-a]pyrimidine (1 g, prepared in a similar manner to that described in Example 6) in 1,2-dimethoxyethane (35 ml) was added dropwise to the stirred mixture. The mixture was stirred at room temperature for 21 hours, then was filtered and the solvent was evaporated from the filtrate under reduced ... Reactants: N(=NC(=O)OCC)C(=O)OCC (diethyl azodicarboxylate), OC1=CC=C(C=C1)C=1N=C(SC1)C1=CC(=C(C=C1)OCC)OCC (4-(4-hydroxyphenyl)-2-(3,4-diethoxyphenyl)thiazole), C(C)(=O)O[C@H]1[C@H](O)O[C@@H]([C@H]([C@@H]1OC(C)=O)OC(C)=O)COC(C)=O (2,3,4,6-tetra-O-acetyl-β-D-glucopyranose), C1(=CC=CC=C1)P(C1=CC=CC=C1)C1=CC=CC=C1 (triphenylphosphine). The solvent is O1CCCC1 (tetrahydrofuran), O1CCCC1 (tetrahydrofuran). Conditions: time 14 hour. Yields the product C(C)(=O)O[C@H]1[C@@H](O[C@@H]([C@H]([C@@H]1OC(C)=O)OC(C)=O)COC(C)=O)OC1=CC=C(C=C1)C=1N=C(SC1)C1=CC(=C(C=C1)OCC)OCC (4-[4-(2,3,4,6-tetra-O-acetyl-β-D-glucopyranosyloxy)phenyl]-2-(3,4-diethoxyphenyl)-thiazole). The yield is 56.3%. As a reaction SMILES: [OH:1][C:2]1[CH:7]=[CH:6][C:5]([C:8]2[N:9]=[C:10]([C:13]3[CH:18]=[CH:17][C:16]([O:19][CH2:20][CH3:21])=[C:15]([O:22][CH2:23][CH3:24])[CH:14]=3)[S:11][CH:12]=2)=[CH:4][CH:3]=1.[C:25]([O:28][C@@H:29]1[C@@H:35]([O:36][C:37](=[O:39])[CH3:38])[C@H:34]([O:40][C:41](=[O:43])[CH3:42])[C@@H:33]([CH2:44][O:45][C:46](=[O:48])[CH3:47])[O:32][C@H:30]1O)(=[O:27])[CH3:26].C1(P(C2C=CC=CC=2)C2C=CC=CC=2)C=CC=CC=1.N(C(OCC)=O)=NC(OCC)=O>O1CCCC1>[C:25]([O:28][C@@H:29]1[C@@H:35]([O:36][C:37](=[O:39])[CH3:38])[C@H:34]([O:40][C:41](=[O:43])[CH3:42])[C@@H:33]([CH2:44][O:45][C:46](=[O:48])[CH3:47])[O:32][C@H:30]1[O:1][C:2]1[CH:7]=[CH:6][C:5]([C:8]2[N:9]=[C:10]([C:13]3[CH:18]=[CH:17][C:16]([O:19][CH2:20][CH3:21])=[C:15]([O:22][CH2:23][CH3:24])[CH:14]=3)[S:11][CH:12]=2)=[CH:4][CH:3]=1)(=[O:27])[CH3:26]. Procedure: In 45 ml of tetrahydrofuran were dissolved 1.5 g of 4-(4-hydroxyphenyl)-2-(3,4-diethoxyphenyl)thiazole, 1.4 g of 2,3,4,6-tetra-O-acetyl-β-D-glucopyranose and 1.3 g of triphenylphosphine. Thereto was added, in small portions at 0° C., a solution of 0.9 g of diethyl azodicarboxylate dissolved in 5 ml of tetrahydrofuran. The mixture was stirred at room temperature for 14 hours. The solvent was removed by distillation. The residue was purified by silica gel column chromatography (elutant: dichlorome...